Dataset: the Open Reaction Database (ORD), a public repository of structured organic reaction records. Task: describe an organic reaction: reactants, conditions, products, and yield The reactants are Cl (hydrochloric acid), CS(=O)(=O)Cl (methane sulphonyl chloride), CC(C([C@H]1[C@@H](C[C@H]2[C@@H]3CCC4=CC(C=C[C@]4(C)C3=CC[C@]12C)=O)C)=O)O (methyl 16α-methyl-21-hydroxy-pregna-1,4,9(11)-triene-3-20-dione), ice water. Run in CC=1C(=NC=CC1)CC (methyl ethyl pyridine). Run at time 5 hour. The product is ClCC([C@H]1[C@@H](C[C@H]2[C@@H]3CCC4=CC(C=C[C@]4(C)C3=CC[C@]12C)=O)C)=O (21-chloro-16α-methyl-pregna-1,4,9(11)-triene-3-20-dione). RXN SMILES: CS(Cl)(=O)=O.C[CH:7](O)[C:8](=[O:30])[C@@H:9]1[C@:26]2([CH3:27])[C@H:12]([C@H:13]3[C:23](=[CH:24][CH2:25]2)[C@:21]2([CH3:22])[C:16](=[CH:17][C:18](=[O:28])[CH:19]=[CH:20]2)[CH2:15][CH2:14]3)[CH2:11][C@H:10]1[CH3:29].[ClH:32]>CC1C(CC)=NC=CC=1>[Cl:32][CH2:7][C:8](=[O:30])[C@@H:9]1[C@:26]2([CH3:27])[C@H:12]([C@H:13]3[C:23](=[CH:24][CH2:25]2)[C@:21]2([CH3:22])[C:16](=[CH:17][C:18](=[O:28])[CH:19]=[CH:20]2)[CH2:15][CH2:14]3)[CH2:11][C@H:10]1[CH3:29]. Procedure: 8.8 ml of methane sulphonyl chloride is added at 10° C. to a mixture, under an inert atmosphere, of 15 g of methyl 16α-methyl-21-hydroxy-pregna-1,4,9(11)-triene-3-20-dione in 40 ml of methyl ethyl pyridine, and the whole is agitated at ambient temperature for 5 hours. It is poured into an ice+water mixture, acidified by the addition of hydrochloric acid, filtration is carried out, followed by washing and drying. 16.2 g of expected crude product is obtained which is purified by chromatography, el...